This data is from the Open Reaction Database (ORD), a public repository of structured organic reaction records. The task is: describe an organic reaction: reactants, conditions, products, and yield The reactants are C1(CCCC1)C[C@@H](C(=O)NC=1SC(=CN1)SCC(=O)O)C1=CC=C(C=C1)S(=O)(=O)C ((R)-{2-[3-Cyclopentyl-2-(4-methanesulfonyl-phenyl)-propionylamino]-thiazol-5-ylsulfanyl}-acetic acid), N1CCCCC1 (piperidine). The product is C1(CCCC1)C[C@@H](C(=O)NC=1SC(=CN1)SCC(N1CCCCC1)=O)C1=CC=C(C=C1)S(=O)(=O)C ((R)-3-Cyclopentyl-2-(4-methanesulfonyl-phenyl)-N-[5-(2-oxo-2-piperidin-1-yl-ethylsulfanyl)-thiazol-2-yl]-propionamide). RXN SMILES: [CH:1]1([CH2:6][C@H:7]([C:21]2[CH:26]=[CH:25][C:24]([S:27]([CH3:30])(=[O:29])=[O:28])=[CH:23][CH:22]=2)[C:8]([NH:10][C:11]2[S:12][C:13]([S:16][CH2:17][C:18](O)=[O:19])=[CH:14][N:15]=2)=[O:9])[CH2:5][CH2:4][CH2:3][CH2:2]1.[NH:31]1[CH2:36][CH2:35][CH2:34][CH2:33][CH2:32]1>>[CH:1]1([CH2:6][C@H:7]([C:21]2[CH:22]=[CH:23][C:24]([S:27]([CH3:30])(=[O:28])=[O:29])=[CH:25][CH:26]=2)[C:8]([NH:10][C:11]2[S:12][C:13]([S:16][CH2:17][C:18](=[O:19])[N:31]3[CH2:36][CH2:35][CH2:34][CH2:33][CH2:32]3)=[CH:14][N:15]=2)=[O:9])[CH2:2][CH2:3][CH2:4][CH2:5]1. Reported procedure: The title compound was prepared from (R)-{2-[3-Cyclopentyl-2-(4-methanesulfonyl-phenyl)-propionylamino]-thiazol-5-ylsulfanyl}-acetic acid and piperidine as described in Example 12. 1H-NMR (CD3OD): δ 7.92 (d, 2H), 7.66 (d, 2H), 7.46 (s, 1H), 3.96 (t, 1H), 3.63 (s, 2H), 3.48 (broad t, 2H), 3.43 (broad t, 2H), 3.09 (s, 3H), 2.25-2.18 (m, 1H), 1.88-1.48 (m, 14H), 1.17 (m, 2H); HPLC-MS: m/z: 536 (M+1).